This data is from the Open Reaction Database (ORD), a public repository of structured organic reaction records. The task is: describe an organic reaction: reactants, conditions, products, and yield Reactants: ClC1=C(C(=O)N)C=C(C(=N1)Cl)Cl (2,5,6-trichloronicotinamide), O1CCC(CC1)O (tetrahydro-2H-pyran-4-ol), B1(OCC2=C1C=CC(=C2)O)O (benzo[c][1,2]oxaborole-1,5(3H)-diol). Yields the product ClC=1C(=NC(=C(C#N)C1)OC1CCOCC1)OC1=CC2=C(B(OC2)O)C=C1 (5-Chloro-6-(1-hydroxy-1,3-dihydrobenzo[c][1,2]oxaborol-5-yloxy)-2-(tetrahydro-2H-pyran-4-yloxy)nicotinonitrile). As a reaction SMILES: Cl[C:2]1[N:10]=[C:9](Cl)[C:8]([Cl:12])=[CH:7][C:3]=1[C:4]([NH2:6])=O.[O:13]1[CH2:18][CH2:17][CH:16]([OH:19])[CH2:15][CH2:14]1.[B:20]1([OH:30])[C:24]2[CH:25]=[CH:26][C:27]([OH:29])=[CH:28][C:23]=2[CH2:22][O:21]1>>[Cl:12][C:8]1[C:9]([O:29][C:27]2[CH:26]=[CH:25][C:24]3[B:20]([OH:30])[O:21][CH2:22][C:23]=3[CH:28]=2)=[N:10][C:2]([O:19][CH:16]2[CH2:17][CH2:18][O:13][CH2:14][CH2:15]2)=[C:3]([CH:7]=1)[C:4]#[N:6]. Procedure details: This compound was prepared from 2,5,6-trichloronicotinamide, tetrahydro-2H-pyran-4-ol, and benzo[c][1,2]oxaborole-1,5(3H)-diol in a similar manner to that of D230. 1H-NMR (400 MHz, DMSO-d6) δ (ppm) 2.49-2.5 (m, 2H), 3.06-3.12 (m, 2H), 3.06-3.2 (m, 2H), 3.68-3.73 (m, 2H), 4.51-4.54 (m, 1H), 5.0 (s, 2H), 7.23 (dd, J=6.0, 1.7 Hz, 1H), 7.32 (s, 1H), 7.8 (d, J=6.0 Hz, 1H), 8.57 (s, 1H), 9.25 (s, 1H). Solvent: O (water). Reactants: CNC[C@H](O)[C@@H](O)[C@H](O)[C@H](O)CO (N-methyl-D-glucamine), [OH-].[Na+] (sodium hydroxide), C(C)(C)O (isopropanol), ClNC(CCCCCCCCCCC)=O (lauric N-chloramide), C(C)(C)O (isopropanol). RXN SMILES: Cl[NH:2][C:3](=O)[CH2:4][CH2:5][CH2:6][CH2:7][CH2:8][CH2:9][CH2:10][CH2:11][CH2:12][CH2:13]C.[CH3:16][NH:17][CH2:18][C@@H:19]([C@H:21]([C@@H:23]([C@@H:25]([CH2:27][OH:28])[OH:26])[OH:24])[OH:22])[OH:20].[OH-].[Na+].[CH:31]([OH:34])(C)C>O>[CH3:16][N:17]([CH2:18][CH:19]([OH:20])[CH:21]([OH:22])[CH:23]([OH:24])[CH:25]([OH:26])[CH2:27][OH:28])[C:31]([NH:2][CH2:3][CH2:4][CH2:5][CH2:6][CH2:7][CH2:8][CH2:9][CH2:10][CH2:11][CH2:12][CH3:13])=[O:34] |f:2.3|. The yield is 63.0%. The product is CN(C(=O)NCCCCCCCCCCC)CC(C(C(C(CO)O)O)O)O (N-methyl-N-(2,3,4,5,-6-pentahydroxy-n-hexyl)-N'-n-undecyl urea). Procedure details: A mixture containing 7 g (30 mmol) of lauric N-chloramide dissolved in 200 ml of isopropanol, was reacted with a solution containing 5.85 g (30 mmol) of N-methyl-D-glucamine in 150 ml of isopropanol, 40 ml of water and 1.2 g (30 mmol) of sodium hydroxide at 50° C. for a period of 1 hour. The reaction mixture was processed in accordance with the procedures described in Example 12 to yield 7.38 g (63% yield) of N-methyl-N-(2,3,4,5,-6-pentahydroxy-n-hexyl)-N'-n-undecyl urea of the formula ##STR13##... The reactants are CC1(OCCO1)CCCCCCC(=O)C=1N(C=C(N1)C1=CC2=CC=CC=C2C=C1)COCC[Si](C)(C)C (7-(2-Methyl-1,3-dioxolan-2-yl)-1-(4-(2-naphthyl)-1-{[2-(trimethylsilyl)ethoxy]methyl}-1H-imidazol-2-yl)heptan-1-one). Solvent: C(=O)(C(F)(F)F)O.C(Cl)Cl (TFA DCM). Conditions: time 4 hour. Yields the product C1=C(C=CC2=CC=CC=C12)C1=CN=C(N1)C(CCCCCCC(C)=O)=O (1-[5-(2-Naphthyl)-1H-imidazol-2-yl]nonane-1,8-dione). Reaction SMILES: [CH3:1][C:2]1([CH2:7][CH2:8][CH2:9][CH2:10][CH2:11][CH2:12][C:13]([C:15]2[N:16](COCC[Si](C)(C)C)[CH:17]=[C:18]([C:20]3[CH:29]=[CH:28][C:27]4[C:22](=[CH:23][CH:24]=[CH:25][CH:26]=4)[CH:21]=3)[N:19]=2)=[O:14])OCC[O:3]1>C(O)(C(F)(F)F)=O.C(Cl)Cl>[CH:21]1[C:22]2[C:27](=[CH:26][CH:25]=[CH:24][CH:23]=2)[CH:28]=[CH:29][C:20]=1[C:18]1[NH:19][C:15]([C:13](=[O:14])[CH2:12][CH2:11][CH2:10][CH2:9][CH2:8][CH2:7][C:2](=[O:3])[CH3:1])=[N:16][CH:17]=1 |f:1.2|. Procedure details: The ketone E3 was dissolved in TFA/DCM (1:1) and stirred for 4 hr at RT. After evaporation of the solvent under reduced pressure, the crude product was purified by preparative RP-HPLC (column: C18), using H2O (0.1% TFA) and MeCN (+0.1% TFA) as eluents. The desired fractions were lyophilized to afford E4 as a white solid. 1H NMR (300 MHz, DMSO) δ: 8.17 (1H, s), 7.92-7.79 (3H, m), 7.76-7.64 (2H, m), 7.55-7.45 (2H, m), 3.15 (2H, t, J=7.4 Hz), 2.44 (2H, t, J=7.4 Hz), 2.15 (3H, s), 1.74 (2H, m), 1.58... Starting materials: BrC=1C=CC(=C(C1)C=C1C(C(OC1(C)C)(C)C)=O)OC(F)F (4-[1-(5-bromo-2-difluoromethoxyphenyl)methylidene]-2,2,5,5-tetramethyldihydrofuran-3-one), OO (hydrogen peroxide). The reagents and catalysts are [OH-].[Li+] (lithium hydroxide). Solvent: CO (methanol). Run at time 1 hour. The product is BrC=1C=CC(=C(C1)C1OC12C(OC(C2=O)(C)C)(C)C)OC(F)F (2-(5-bromo-2-difluoromethoxyphenyl)-4,4,6,6-tetramethyl-1,5-dioxaspiro[2.4]heptan-7-one). Isolated yield 80.2%. RXN SMILES: [Br:1][C:2]1[CH:3]=[CH:4][C:5]([O:19][CH:20]([F:22])[F:21])=[C:6]([CH:8]=[C:9]2[C:13]([CH3:15])([CH3:14])[O:12][C:11]([CH3:17])([CH3:16])[C:10]2=[O:18])[CH:7]=1.[OH:23]O>CO.[OH-].[Li+]>[Br:1][C:2]1[CH:3]=[CH:4][C:5]([O:19][CH:20]([F:22])[F:21])=[C:6]([CH:8]2[C:9]3([C:10](=[O:18])[C:11]([CH3:17])([CH3:16])[O:12][C:13]3([CH3:14])[CH3:15])[O:23]2)[CH:7]=1 |f:3.4|. Procedure: To a solution of 4-[1-(5-bromo-2-difluoromethoxyphenyl)methylidene]-2,2,5,5-tetramethyldihydrofuran-3-one (8.89 g, 0.023 mol) in methanol (380 ml) at 35° C. is added 50% aqueous hydrogen peroxide (2.30 ml, 0.034 mol), immediately followed by 2M aqueous lithium hydroxide (2.30 ml, 0.0046 mmol). After stirring at this temperature for 1 hour the reaction mixture is allowed to cool, then quenched with 10% sodium metabisulfite solution (negative KI-starch indicator test). The reaction mixture is extr... The reactants are CCOC(=O)CSc1cnc(NC(=O)N(CC2CCCC2)c2cccc(Cl)c2OC)s1, CCOC(=O)CSc1cnc(N)s1, CS(=O)(=O)c1ccc(N(CC2CCCC2)C(=O)Nc2nc(CC(=O)O)cs2)cc1, COc1c(Cl)cccc1NCC1CCCC1. The product is COc1c(Cl)cccc1N(CC1CCCC1)C(=O)Nc1ncc(SCC(=O)O)s1. Reaction SMILES: [CH2:1]([CH3:2])[O:3][C:4]([CH2:5][S:6][c:7]1[cH:8][n:9][c:10]([NH:12][C:13](=[O:14])[N:15]([CH2:16][CH:17]2[CH2:18][CH2:19][CH2:20][CH2:21]2)[c:22]2[c:23]([O:29][CH3:30])[c:24]([Cl:28])[cH:25][cH:26][cH:27]2)[s:11]1)=[O:31].[CH2:77]([O:78][C:79](=[O:80])[CH2:81][S:82][c:83]1[s:84][c:85]([NH2:86])[n:87][cH:88]1)[CH3:89].[CH:32]1([CH2:33][N:34]([c:35]2[cH:36][cH:37][c:38]([S:39]([CH3:40])(=[O:41])=[O:42])[cH:43][cH:44]2)[C:45](=[O:46])[NH:47][c:48]2[s:49][cH:50][c:51]([CH2:52][C:53]([OH:54])=[O:55])[n:56]2)[CH2:57][CH2:58][CH2:59][CH2:60]1.[CH:61]1([CH2:62][NH:63][c:64]2[cH:65][cH:66][cH:67][c:68]([Cl:69])[c:70]2[O:71][CH3:72])[CH2:73][CH2:74][CH2:75][CH2:76]1>>[O:3]=[C:4]([CH2:5][S:6][c:7]1[cH:8][n:9][c:10]([NH:12][C:13](=[O:14])[N:15]([CH2:16][CH:17]2[CH2:18][CH2:19][CH2:20][CH2:21]2)[c:22]2[c:23]([O:29][CH3:30])[c:24]([Cl:28])[cH:25][cH:26][cH:27]2)[s:11]1)[OH:31]. Starting materials: BrC1=CC=C(C=C1)C1=CC=CC=C1 (4-bromobiphenyl), Cl (HCl), P(OCC)(OCC)[O-] (diethyl phosphite), [Mg] (magnesium), II (iodine), BrCCBr (1,2-dibromoethane). Solvent: C1CCOC1 (THF), C1(=CC=CC=C1)C (Toluene), C1CCOC1 (THF), C1CCOC1 (THF), C1CCOC1 (THF). Reaction conditions: temperature 40 celsius, time 1 hour. The product is C1(=CC=C(C=C1)P(C1=CC=C(C=C1)C1=CC=CC=C1)=O)C1=CC=CC=C1 (bis(biphenyl-4-yl)phosphine oxide). Yield: 65.8%. As a reaction SMILES: [Mg].II.Br[CH2:5][CH2:6]Br.Br[C:9]1[CH:14]=[CH:13][C:12]([C:15]2[CH:20]=[CH:19][CH:18]=[CH:17][CH:16]=2)=[CH:11][CH:10]=1.[P:21]([O-:28])(OCC)OCC.Cl>C1COCC1.C1(C)C=CC=CC=1>[C:9]1([C:6]2[CH:5]=[CH:17][CH:16]=[CH:15][CH:20]=2)[CH:14]=[CH:13][C:12]([PH:21](=[O:28])[C:9]2[CH:14]=[CH:13][C:12]([C:15]3[CH:20]=[CH:19][CH:18]=[CH:17][CH:16]=3)=[CH:11][CH:10]=2)=[CH:11][CH:10]=1. Reported procedure: Under an argon atmosphere, a solution of magnesium (2.60 g, 1.0 equivalent), a small amount of iodine and a small amount of 1,2-dibromoethane in THF (20 mL) was stirred at room temperature for 30 min. A solution of 4-bromobiphenyl (25 g, 0.107 moL) in THF (20 mL) was added at 35° C. and the mixture was stirred at 40° C. for 1 hr. and then stirred at 5° C. for 30 min. A solution of diethyl phosphite (7.39 g, 0.5 equivalent) in THF (10 mL) was added at 5° C., and the mixture was stirred at 5° C. f... Reactants: C1CCOC1, CC(=O)OC(C)=O, CC(C)[N-]C(C)C, ClCCl, [Li+], O, O=S(=O)(c1ccccc1)n1ccc2cccnc21. Product: CC(=O)c1cc2cccnc2n1S(=O)(=O)c1ccccc1. As a reaction SMILES: [CH2:35]1[O:36][CH2:37][CH2:38][CH2:39]1.[CH3:27][C:28](=[O:29])[O:30][C:31](=[O:32])[CH3:33].[CH:1]([N-:2][CH:3]([CH3:4])[CH3:5])([CH3:6])[CH3:7].[Cl:40][CH2:41][Cl:42].[Li+:8].[OH2:34].[c:9]1([S:15](=[O:16])(=[O:17])[n:18]2[cH:19][cH:20][c:21]3[c:22]2[n:23][cH:24][cH:25][cH:26]3)[cH:10][cH:11][cH:12][cH:13][cH:14]1>>[c:9]1([S:15](=[O:16])(=[O:17])[n:18]2[c:19]([C:28]([CH3:27])=[O:29])[cH:20][c:21]3[c:22]2[n:23][cH:24][cH:25][cH:26]3)[cH:10][cH:11][cH:12][cH:13][cH:14]1.